Task: describe an organic reaction: reactants, conditions, products, and yield. Dataset: the Open Reaction Database (ORD), a public repository of structured organic reaction records Reactants: ClC1=C2[C@H](C[C@@H](NC2=CC(=C1)Cl)C(=O)OC)NC(=O)CC1=CC=CC=C1 (Trans 5,7-dichloro-2-methoxycarbonyl-4-phenylmethylcarbonylamino-1,2,3,4-tetrahydroquinoline), CN(CCN)C (N,N-dimethylethylenediamine). Reaction conditions: time 6 hour. Product: CN(C)CCNC(=O)[C@@H]1NC2=CC(=CC(=C2[C@H](C1)NC(=O)CC1=CC=CC=C1)Cl)Cl (Trans 2-(2-(N,N-dimethylamino)ethyl)aminocarbonyl-4-phenylmethylcarbonylamino-5,7-dichloro-1,2,3,4-tetrahydroquinoline). As a reaction SMILES: [Cl:1][C:2]1[CH:11]=[C:10]([Cl:12])[CH:9]=[C:8]2[C:3]=1[C@@H:4]([NH:17][C:18]([CH2:20][C:21]1[CH:26]=[CH:25][CH:24]=[CH:23][CH:22]=1)=[O:19])[CH2:5][C@H:6]([C:13]([O:15]C)=O)[NH:7]2.[CH3:27][N:28]([CH3:32])[CH2:29][CH2:30][NH2:31]>>[CH3:27][N:28]([CH2:29][CH2:30][NH:31][C:13]([C@H:6]1[CH2:5][C@H:4]([NH:17][C:18]([CH2:20][C:21]2[CH:26]=[CH:25][CH:24]=[CH:23][CH:22]=2)=[O:19])[C:3]2[C:8](=[CH:9][C:10]([Cl:12])=[CH:11][C:2]=2[Cl:1])[NH:7]1)=[O:15])[CH3:32]. Procedure: Trans 5,7-dichloro-2-methoxycarbonyl-4-phenylmethylcarbonylamino-1,2,3,4-tetrahydroquinoline (Example 37a) (0.3 g) was dissolved in N,N-dimethylethylenediamine (30 ml) and allowed to stand at room temperature for 6 h. After this time the reaction mixture was filtered and the solvent was removed under vacuum. The residue was dissolved in ethyl acetate (100 ml) and washed with water (100 ml) then brine (100 ml). The organic solution was dried (MgSO4), filtered and concentrated in vacuo to give a s...